This data is from the Open Reaction Database (ORD), a public repository of structured organic reaction records. The task is: describe an organic reaction: reactants, conditions, products, and yield Reactants: NC1=NC(=CC(=N1)N1CCC2(C[C@H](N(C2)C(=O)OCC2=CC=CC=C2)C(=O)OCC)CC1)OC(C(F)(F)F)C1=C(C=C(C=C1)C#N)N1N=C(C=C1)C ((3S)-2-benzyl 3-ethyl 8-(2-amino-6-(1-(4-cyano-2-(3-methyl-1H-pyrazol-1-yl)phenyl)-2,2,2-trifluoroethoxy)pyrimidin-4-yl)-2,8-diazaspiro[4.5]decane-2,3-dicarboxylate), C(C)=NO (acetaldehyde oxime), InCl3. Solvent: C1(=CC=CC=C1)C (toluene). Run at temperature 110 celsius. The product is NC1=NC(=CC(=N1)N1CCC2(C[C@H](N(C2)C(=O)OCC2=CC=CC=C2)C(=O)OCC)CC1)OC(C(F)(F)F)C1=C(C=C(C=C1)C(N)=O)N1N=C(C=C1)C ((3S)-2-benzyl 3-ethyl 8-(2-amino-6-(1-(4-carbamoyl-2-(3-methyl-1H-pyrazol-1-yl)phenyl)-2,2,2-trifluoroethoxy)pyrimidin-4-yl)-2,8-diazaspiro[4.5]decane-2,3-dicarboxylate). RXN SMILES: [NH2:1][C:2]1[N:7]=[C:6]([N:8]2[CH2:32][CH2:31][C:11]3([CH2:15][N:14]([C:16]([O:18][CH2:19][C:20]4[CH:25]=[CH:24][CH:23]=[CH:22][CH:21]=4)=[O:17])[C@H:13]([C:26]([O:28][CH2:29][CH3:30])=[O:27])[CH2:12]3)[CH2:10][CH2:9]2)[CH:5]=[C:4]([O:33][CH:34]([C:39]2[CH:44]=[CH:43][C:42]([C:45]#[N:46])=[CH:41][C:40]=2[N:47]2[CH:51]=[CH:50][C:49]([CH3:52])=[N:48]2)[C:35]([F:38])([F:37])[F:36])[N:3]=1.C(=N[OH:56])C>C1(C)C=CC=CC=1>[NH2:1][C:2]1[N:7]=[C:6]([N:8]2[CH2:32][CH2:31][C:11]3([CH2:15][N:14]([C:16]([O:18][CH2:19][C:20]4[CH:25]=[CH:24][CH:23]=[CH:22][CH:21]=4)=[O:17])[C@H:13]([C:26]([O:28][CH2:29][CH3:30])=[O:27])[CH2:12]3)[CH2:10][CH2:9]2)[CH:5]=[C:4]([O:33][CH:34]([C:39]2[CH:44]=[CH:43][C:42]([C:45](=[O:56])[NH2:46])=[CH:41][C:40]=2[N:47]2[CH:51]=[CH:50][C:49]([CH3:52])=[N:48]2)[C:35]([F:38])([F:37])[F:36])[N:3]=1. Reported procedure: To a solution of (3S)-2-benzyl 3-ethyl 8-(2-amino-6-(1-(4-cyano-2-(3-methyl-1H-pyrazol-1-yl)phenyl)-2,2,2-trifluoroethoxy)pyrimidin-4-yl)-2,8-diazaspiro[4.5]decane-2,3-dicarboxylate (150 mg, 0.2 mmol, see Ex. 14) in toluene (10 mL) was added acetaldehyde oxime (240 mg, 4 mmol) and InCl3 (44 mg, 0.2 mmol). The reaction was heated to 110° C. for 3 h, then cooled to RT, and concentrated in vacuo. Purification by normal phase silica gel column (EtOAc/hepate) provided (3S)-2-benzyl 3-ethyl 8-(2-amino... The reactants are O=C([O-])[O-], CCON, COc1ccc(CC(C)=O)cc1OC, Cl, [Na+], [Na+], O. Product: CCONC(C)Cc1ccc(OC)c(OC)c1. As a reaction SMILES: [C:20](=[O:21])([O-:22])[O-:23].[CH2:16]([CH3:17])[O:18][NH2:19].[CH3:1][O:2][c:3]1[cH:4][c:5]([CH2:11][C:12]([CH3:13])=[O:14])[cH:6][cH:7][c:8]1[O:9][CH3:10].[ClH:15].[Na+:24].[Na+:25].[OH2:26]>>[CH3:1][O:2][c:3]1[cH:4][c:5]([CH2:11][CH:12]([CH3:13])[NH:19][O:18][CH2:16][CH3:17])[cH:6][cH:7][c:8]1[O:9][CH3:10]. Starting materials: Cl (HCl), N1C=NC=C1 (Imidazole), Cl.ClCCCC(C(OCC)=N)C1=C(C=CC=C1)C(F)(F)F (Ethyl 5-chloro-2-(2-trifluoromethylphenyl)pentanimidoate hydrochloride), Cl.Cl.COC1=C(C=CC(=N1)/C=C/C(=O)NN)N1C=NC(=C1)C ((2E)-3-[6-Methoxy-5-(4-methyl-1H-imidazol-1-yl)pyridin-2-yl]acrylohydrazide dihydrochloride). Solvent: CO (methanol). Conditions: temperature 30 celsius, time 40 hour. The product is COC1=C(C=CC(=N1)/C=C/C1=NN2C(C(CCC2)C2=C(C=CC=C2)C(F)(F)F)=N1)N1C=NC(=C1)C (2-{(E)-2-[6-Methoxy-5-(4-methyl-1H-imidazol-1-yl)pyridin-2-yl]vinyl}-8-[2-(trifluoromethyl)phenyl]-5,6,7,8-tetrahydro[1,2,4]triazolo[1,5-a]pyridine). Isolated yield 86.0%. RXN SMILES: N1C=CN=C1.Cl.Cl[CH2:8][CH2:9][CH2:10][CH:11]([C:17]1[CH:22]=[CH:21][CH:20]=[CH:19][C:18]=1[C:23]([F:26])([F:25])[F:24])[C:12](=[NH:16])OCC.Cl.Cl.[CH3:29][O:30][C:31]1[N:36]=[C:35](/[CH:37]=[CH:38]/[C:39]([NH:41][NH2:42])=O)[CH:34]=[CH:33][C:32]=1[N:43]1[CH:47]=[C:46]([CH3:48])[N:45]=[CH:44]1.Cl>CO>[CH3:29][O:30][C:31]1[N:36]=[C:35](/[CH:37]=[CH:38]/[C:39]2[N:16]=[C:12]3[CH:11]([C:17]4[CH:22]=[CH:21][CH:20]=[CH:19][C:18]=4[C:23]([F:24])([F:25])[F:26])[CH2:10][CH2:9][CH2:8][N:42]3[N:41]=2)[CH:34]=[CH:33][C:32]=1[N:43]1[CH:47]=[C:46]([CH3:48])[N:45]=[CH:44]1 |f:1.2,3.4.5|. Procedure: Imidazole (4.75 g, 69.7 mmol) and Ethyl 5-chloro-2-(2-trifluoromethylphenyl)pentanimidoate hydrochloride (2.00 g, 5.81 mmol) were added the solution of (2E)-3-[6-Methoxy-5-(4-methyl-1H-imidazol-1-yl)pyridin-2-yl]acrylohydrazide dihydrochloride in methanol (10 mL) at 0° C. under nitrogen atmosphere. The reaction mixture was stirred at 30° C. for 40 hours. The reaction mixture was adjusted to the pH6.5 with 5N HCl aq., and extracted with ethyl acetate (22 mL). The organic layer was washed with wat... The reactants are Cl (hydrochloric acid), C(C1=CC=CC=C1)(C1=CC=CC=C1)OC1CCN(CC1)CCCCO (4-[4-(benzhydryloxy)piperidino]-1-butanol), [N+](=O)([O-])C1=CC=C(C(=O)O)C=C1 (4-nitrobenzoic acid), Cl.CN(CCCN=C=NCC)C (1-[3-(dimethylamino)propyl]-3-ethylcarbodimide hydrochloride). The reagents and catalysts are CN(C1=CC=NC=C1)C (4-dimethylaminopyridine). Solvent: C(Cl)(Cl)Cl (chloroform), O (water). Yields the product C(C1=CC=CC=C1)(C1=CC=CC=C1)OC1CCN(CC1)CCCCOC(C1=CC=C(C=C1)[N+](=O)[O-])=O (4-[4-(benzhydryloxy)piperidino]butyl-4-nitrobenzoate). The yield is 76.0%. As a reaction SMILES: [CH:1]([O:14][CH:15]1[CH2:20][CH2:19][N:18]([CH2:21][CH2:22][CH2:23][CH2:24][OH:25])[CH2:17][CH2:16]1)([C:8]1[CH:13]=[CH:12][CH:11]=[CH:10][CH:9]=1)[C:2]1[CH:7]=[CH:6][CH:5]=[CH:4][CH:3]=1.[N+:26]([C:29]1[CH:37]=[CH:36][C:32]([C:33](O)=[O:34])=[CH:31][CH:30]=1)([O-:28])=[O:27].Cl.CN(C)CCCN=C=NCC.Cl>CN(C)C1C=CN=CC=1.O.C(Cl)(Cl)Cl>[CH:1]([O:14][CH:15]1[CH2:20][CH2:19][N:18]([CH2:21][CH2:22][CH2:23][CH2:24][O:25][C:33](=[O:34])[C:32]2[CH:31]=[CH:30][C:29]([N+:26]([O-:28])=[O:27])=[CH:37][CH:36]=2)[CH2:17][CH2:16]1)([C:8]1[CH:13]=[CH:12][CH:11]=[CH:10][CH:9]=1)[C:2]1[CH:7]=[CH:6][CH:5]=[CH:4][CH:3]=1 |f:2.3|. Reported procedure: To 4 mL of chloroform was added 4-[4-benzhydryloxy]piperidino]-1-butanol obtained from step 2 (0.11 g), 4-nitrobenzoic acid (0.1 g), 4-dimethylaminopyridine (DMAP, 0.12 g), and 1-[3-(dimethylamino)propyl]-3-ethylcarbodimide hydrochloride (0.1 g). The resulting mixture was allowed to react at room temperature for 3 hrs. before adding water to end the reaction. The resulting solution was acidified with 1N hydrochloric acid, and extracted by using chloroform. An organic solution layer was washed wi... The reactants are ClCCCl, COc1cccc(OC)c1C(=O)O, COC(=O)C(N)Cc1ccc(OCc2ccccc2)cc1, ClCCl, Cl, On1nnc2ccccc21. Yields the product COC(=O)C(Cc1ccc(OCc2ccccc2)cc1)NC(=O)c1c(OC)cccc1OC. Reaction SMILES: [CH2:1]([Cl:2])[CH2:3][Cl:4].[CH3:27][O:28][c:29]1[c:30]([C:31](=[O:32])[OH:33])[c:34]([O:38][CH3:39])[cH:35][cH:36][cH:37]1.[CH3:6][O:7][C:8]([CH:9]([NH2:10])[CH2:11][c:12]1[cH:13][cH:14][c:15]([O:18][CH2:19][c:20]2[cH:21][cH:22][cH:23][cH:24][cH:25]2)[cH:16][cH:17]1)=[O:26].[Cl:50][CH2:51][Cl:52].[ClH:5].[OH:40][n:41]1[c:42]2[c:43]([cH:44][cH:45][cH:46][cH:47]2)[n:48][n:49]1>>[CH3:6][O:7][C:8]([CH:9]([NH:10][C:31]([c:30]1[c:29]([O:28][CH3:27])[cH:37][cH:36][cH:35][c:34]1[O:38][CH3:39])=[O:32])[CH2:11][c:12]1[cH:13][cH:14][c:15]([O:18][CH2:19][c:20]2[cH:21][cH:22][cH:23][cH:24][cH:25]2)[cH:16][cH:17]1)=[O:26]. Reactants: NN1C(C2=CC=CC=C2C(=N1)Cl)=O (2-amino-4-chlorophthalazin-1(2H)-one), FC=1C=C(C=C(C1)F)CC(=O)O (2-(3,5-difluorophenyl)acetic acid). The product is ClC1=NN(C(C2=CC=CC=C12)=O)NC(CC1=CC(=CC(=C1)F)F)=O (N-(4-chloro-1-oxophthalazin-2(1H)-yl)-2-(3,5-difluorophenyl)acetamide). As a reaction SMILES: [NH2:1][N:2]1[N:11]=[C:10]([Cl:12])[C:9]2[C:4](=[CH:5][CH:6]=[CH:7][CH:8]=2)[C:3]1=[O:13].[F:14][C:15]1[CH:16]=[C:17]([CH2:22][C:23](O)=[O:24])[CH:18]=[C:19]([F:21])[CH:20]=1>>[Cl:12][C:10]1[C:9]2[C:4](=[CH:5][CH:6]=[CH:7][CH:8]=2)[C:3](=[O:13])[N:2]([NH:1][C:23](=[O:24])[CH2:22][C:17]2[CH:16]=[C:15]([F:14])[CH:20]=[C:19]([F:21])[CH:18]=2)[N:11]=1. Procedure details: The product from Example 19A and 2-(3,5-difluorophenyl)acetic acid were processed using a method similar to that described in Example 17C to afford the title compound. 1H NMR (500 MHz, DMSO-d6) δ ppm 3.77 (s, 2H) 7.06-7.22 (m, 3H) 7.98-8.20 (m, 3H) 8.37 (d, J=7.32 Hz, 1H) 11.82 (s, 1H); MS (ESI) m/z 350 (M+H)+.